This data is from the Open Reaction Database (ORD), a public repository of structured organic reaction records. The task is: describe an organic reaction: reactants, conditions, products, and yield Reactants: C(C1=CC=CC=C1)OC(=O)NCCO (2-(N-benzyloxycarbonylamino)ethanol), [C@]12(C(=O)CC(CC1)C2(C)C)CS(=O)(=O)O ((1S)-(+)-10-camphorsulfonic acid), O1CCOCC1 (dioxane), 6-octyloxy-2-naphthoyl, CC#N.O (CH3CN H2O). The solvent is CN(C)C=O (DMF). Run at time 3.36 minute. The product is C(C1=CC=CC=C1)OC(=O)NCCOCCNC(=O)OCC1=CC=CC=C1 (N-Benzyloxycarbonylaminoethyl Ether). Reaction SMILES: [CH2:1]([O:8][C:9]([NH:11][CH2:12][CH2:13][OH:14])=[O:10])[C:2]1[CH:7]=[CH:6][CH:5]=[CH:4][CH:3]=1.[C@:15]12([CH2:25]S(O)(=O)=O)C(C)(C)[CH:19]([CH2:20][CH2:21]1)[CH2:18][C:16]2=O.[CH3:30][C:31]#[N:32].[OH2:33].[O:34]1[CH2:39]COCC1>CN(C=O)C>[CH2:1]([O:8][C:9]([NH:11][CH2:12][CH2:13][O:14][CH2:30][CH2:31][NH:32][C:39]([O:34][CH2:25][C:15]1[CH:16]=[CH:18][CH:19]=[CH:20][CH:21]=1)=[O:33])=[O:10])[C:2]1[CH:7]=[CH:6][CH:5]=[CH:4][CH:3]=1 |f:2.3|. Reported procedure: To a solution of 300 mg (80% purity, 0.271 mmol) of the 6-octyloxy-2-naphthoyl starting material above prepared, 1.4 grams (7.18 mmol) of 2-(N-benzyloxycarbonylamino)ethanol and 62.9 mg (0.271 mmol) of (1S)-(+)-10-camphorsulfonic acid in 10 ml anhydrous dioxane and 1 mL anhydrous DMF was stirred at 25° C. HPLC analysis using 65% CH3CN/H2O at 1.5 mL/min with detection at 210 and 277 nm indicated. after 18 hours a greater than 95 percent conversion to a less polar product (tR =3.36 min). The react... Starting materials: ClC=1NC2=C(N1)C=CC(=C2)OC (2-Chloro-5-methoxybenzimidazole), C(C)(C)(C)OC(C1=CC=C(C=C1)NC1CCNCC1)=O (4-(Piperidin-4-ylamino)benzoic Acid tert-Butyl Ester). Run in C(CCCC)O (n-pentanol). Conditions: temperature 120 celsius. Product: C(C)(C)(C)OC(C1=CC=C(C=C1)NC1CCN(CC1)C1=NC2=C(N1)C=CC(=C2)OC)=O (4-[1-(5-Methoxy-1H-benzoimidazol-2-yl)piperidin-4-ylamino]benzoic acid tert-butyl ester). Isolated yield 82.1%. As a reaction SMILES: Cl[C:2]1[NH:3][C:4]2[CH:10]=[C:9]([O:11][CH3:12])[CH:8]=[CH:7][C:5]=2[N:6]=1.[C:13]([O:17][C:18](=[O:32])[C:19]1[CH:24]=[CH:23][C:22]([NH:25][CH:26]2[CH2:31][CH2:30][NH:29][CH2:28][CH2:27]2)=[CH:21][CH:20]=1)([CH3:16])([CH3:15])[CH3:14]>C(O)CCCC>[C:13]([O:17][C:18](=[O:32])[C:19]1[CH:24]=[CH:23][C:22]([NH:25][CH:26]2[CH2:31][CH2:30][N:29]([C:2]3[NH:6][C:5]4[CH:7]=[CH:8][C:9]([O:11][CH3:12])=[CH:10][C:4]=4[N:3]=3)[CH2:28][CH2:27]2)=[CH:21][CH:20]=1)([CH3:16])([CH3:14])[CH3:15]. Procedure details: 2-Chloro-5-methoxybenzimidazole (0.089 g, 0.49 mmol) was added to a solution of (49) (0.14 g, 0.5 mmol) in n-pentanol (3 mL) at 25° C. The mixture was heated to 120° C. and was maintained at that temperature for 12 h. The reaction mixture was cooled to room temperature and the desired product was filtered and rinsed with acetone to give 0.17 g (83.3%) of the title compound: TLC (Rf =0.30; 5% MeOH/CH2Cl2); 1H NMR (DMSO) δ 13.40 (br s, 1H), 7.63 (d, 2H, J=8.3), 7.29 (d, 1H, J=8.7), 6.91 (s, 1H), 6... Starting materials: COc1ccc(OC2=CC(=O)N(C(CC(C)C)C(=O)Nc3ccn(CC4COC(C)(C)O4)n3)C2)cc1, CO, CCOC(C)=O, O, Cc1ccc(S(=O)(=O)O)cc1. Yields the product COc1ccc(OC2=CC(=O)N(C(CC(C)C)C(=O)Nc3ccn(CC(O)CO)n3)C2)cc1. RXN SMILES: [CH3:1][C:2]1([CH3:36])[O:3][CH2:4][CH:5]([CH2:7][n:8]2[n:9][c:10]([NH:13][C:14]([CH:15]([CH2:16][CH:17]([CH3:18])[CH3:19])[N:20]3[C:21](=[O:34])[CH:22]=[C:23]([O:25][c:26]4[cH:27][cH:28][c:29]([O:32][CH3:33])[cH:30][cH:31]4)[CH2:24]3)=[O:35])[cH:11][cH:12]2)[O:6]1.[CH3:49][OH:50].[CH3:51][CH2:52][O:53][C:54](=[O:55])[CH3:56].[OH2:37].[c:38]1([CH3:39])[cH:40][cH:41][c:42]([S:43]([OH:44])(=[O:45])=[O:46])[cH:47][cH:48]1>>[OH:3][CH2:4][CH:5]([OH:6])[CH2:7][n:8]1[n:9][c:10]([NH:13][C:14]([CH:15]([CH2:16][CH:17]([CH3:18])[CH3:19])[N:20]2[C:21](=[O:34])[CH:22]=[C:23]([O:25][c:26]3[cH:27][cH:28][c:29]([O:32][CH3:33])[cH:30][cH:31]3)[CH2:24]2)=[O:35])[cH:11][cH:12]1. Starting materials: CCC(C)(C)Cc1cn(S(=O)(=O)N(C)C)c(C(C)(O)Cc2ccc(Br)cc2)n1, CC1(C)OB(c2cn[nH]c2)OC1(C)C, CN(C)C=O, [Na+], [Na+], O=C([O-])[O-], O, O. The product is CCC(C)(C)Cc1cn(S(=O)(=O)N(C)C)c(C(C)(O)Cc2ccc(-c3cn[nH]c3)cc2)n1. As a reaction SMILES: [Br:1][c:2]1[cH:3][cH:4][c:5]([CH2:8][C:9]([CH3:10])([OH:11])[c:12]2[n:13]([S:23](=[O:24])(=[O:25])[N:26]([CH3:27])[CH3:28])[cH:14][c:15]([CH2:17][C:18]([CH2:19][CH3:20])([CH3:21])[CH3:22])[n:16]2)[cH:6][cH:7]1.[CH3:35][C:36]1([CH3:37])[C:38]([CH3:39])([CH3:40])[O:41][B:42]([c:43]2[cH:44][n:45][nH:46][cH:47]2)[O:48]1.[CH3:51][N:52]([CH3:53])[CH:54]=[O:55].[Na+:29].[Na+:30].[O-:31][C:32](=[O:33])[O-:34].[OH2:49].[OH2:50]>>[c:2]1(-[c:43]2[cH:44][n:45][nH:46][cH:47]2)[cH:3][cH:4][c:5]([CH2:8][C:9]([CH3:10])([OH:11])[c:12]2[n:13]([S:23](=[O:24])(=[O:25])[N:26]([CH3:27])[CH3:28])[cH:14][c:15]([CH2:17][C:18]([CH2:19][CH3:20])([CH3:21])[CH3:22])[n:16]2)[cH:6][cH:7]1. Starting materials: Cl (HCl), C1(=CC=CC=C1)[S@](=O)(=N)CC(=O)OCC (ethyl (S)-(S-phenylsulfonimidoyl)acetate), CC1=C(OC=C1)C(=O)NC=1C=C(C=CC1)C#CC=1C=NC=C(C(=O)O)C1 (5-{3-[(3-Methyl-furan-2-carbonyl)-amino]-phenylethynyl}-nicotinic acid), Cl.CN(CCCN=C=NCC)C (N-(3-dimethylaminopropyl)-N′-ethylcarbodiimide hydrochloride). Reagents/catalysts: CN(C1=CC=NC=C1)C (4-(dimethylamino)pyridine). Run in CN(C)C=O (DMF). Reaction conditions: time 30 minute. Yields the product CC1=C(OC=C1)C(=O)NC=1C=C(C=CC1)C#CC=1C=C(C=NC1)C(=O)N=[S@@](=O)(C1=CC=CC=C1)CC(=O)OCC ((S)-Ethyl (N-{[5-({3-[(3-methyl-2-furoyl)amino]phenyl}ethynyl)pyridin-3-yl]carbonyl}-S-phenylsulfonimidoyl)acetate). Isolated yield 43.4%. RXN SMILES: [C:1]1([S@@:7]([CH2:10][C:11]([O:13][CH2:14][CH3:15])=[O:12])(=[NH:9])=[O:8])[CH:6]=[CH:5][CH:4]=[CH:3][CH:2]=1.[CH3:16][C:17]1[CH:21]=[CH:20][O:19][C:18]=1[C:22]([NH:24][C:25]1[CH:26]=[C:27]([C:31]#[C:32][C:33]2[CH:34]=[N:35][CH:36]=[C:37]([CH:41]=2)[C:38](O)=[O:39])[CH:28]=[CH:29][CH:30]=1)=[O:23].Cl.CN(C)CCCN=C=NCC.Cl>CN(C=O)C.CN(C)C1C=CN=CC=1>[CH3:16][C:17]1[CH:21]=[CH:20][O:19][C:18]=1[C:22]([NH:24][C:25]1[CH:26]=[C:27]([C:31]#[C:32][C:33]2[CH:41]=[C:37]([C:38]([N:9]=[S@:7]([CH2:10][C:11]([O:13][CH2:14][CH3:15])=[O:12])([C:1]3[CH:2]=[CH:3][CH:4]=[CH:5][CH:6]=3)=[O:8])=[O:39])[CH:36]=[N:35][CH:34]=2)[CH:28]=[CH:29][CH:30]=1)=[O:23] |f:2.3|. Procedure details: To a solution of ethyl (S)-(S-phenylsulfonimidoyl)acetate (139 mg, 0.61 mmol) in anhydrous DMF (3 mL) at room temperature was added 5-{3-[(3-Methyl-furan-2-carbonyl)-amino]-phenylethynyl}-nicotinic acid (233 mg), catalytic amount of 4-(dimethylamino)pyridine, and N-(3-dimethylaminopropyl)-N′-ethylcarbodiimide hydrochloride (141 mg). The reaction mixture was stirred at room temperature for 30 min. The reaction was then poured into aqueous HCl (0.5%) and extracted with EtOAc. After the aqueous lay... Reactants: N#CC1CCC(C(=O)O)CC1, CO, [H][H]. The product is NCC1CCC(C(=O)O)CC1. RXN SMILES: [C:1](#[N:2])[CH:3]1[CH2:4][CH2:5][CH:6]([C:9](=[O:10])[OH:11])[CH2:7][CH2:8]1.[CH3:14][OH:15].[H:12][H:13]>>[CH2:1]([NH2:2])[CH:3]1[CH2:4][CH2:5][CH:6]([C:9](=[O:10])[OH:11])[CH2:7][CH2:8]1. Starting materials: CC1=NC=2N(C(=C1)C)N=CC2 (5,7-dimethyl pyrazolo[1,5-a]-pyrimidine), BrN1C(CCC1=O)=O (N-bromosuccinimide), ice, [OH-].[K+] (potassium hydroxide). The solvent is C(Cl)(Cl)Cl (CHCl3). Yields the product BrC=1C=NN2C1N=C(C=C2C)C (3-Bromo-5,7-dimethyl pyrazolo[1,5-a]pyrimidine). As a reaction SMILES: [CH3:1][C:2]1[CH:7]=[C:6]([CH3:8])[N:5]2[N:9]=[CH:10][CH:11]=[C:4]2[N:3]=1.[Br:12]N1C(=O)CCC1=O.[OH-].[K+]>C(Cl)(Cl)Cl>[Br:12][C:11]1[CH:10]=[N:9][N:5]2[C:6]([CH3:8])=[CH:7][C:2]([CH3:1])=[N:3][C:4]=12 |f:2.3|. Procedure: To a solution of 2.0g (13.6 mmloes) 5,7-dimethyl pyrazolo[1,5-a]-pyrimidine [Y. Makisumi, Chem. Pharm. Bull. (Tokyo) 10, 612 (1962)] in CHCl3 (25 ml) was added N-bromosuccinimide (NBS) [2.42 g (13.6 mmloes)]. This mixture was heated on the steam bath for 10 minutes, and then allowed to cool to room temperature. The clear yellow solution was then added to an ice cold solution of potassium hydroxide (50 ml, 2N) with good stirring. The CHCl3 layer was dried over Na2SO4, then chromatographed on basi...